From a dataset of the Open Reaction Database (ORD), a public repository of structured organic reaction records. describe an organic reaction: reactants, conditions, products, and yield The reactants are CO, ClCCl, OB(O)c1c(F)cc(F)cc1F, [K+], [K+], [K+], COc1ccc2c(C(=O)c3ccc(OCCN4CCCCCC4)cc3)c(OS(=O)(=O)C(F)(F)F)ccc2c1, CN(C)C=O, O=P([O-])([O-])[O-], c1ccc(P(c2ccccc2)(c2ccccc2)[Pd](P(c2ccccc2)(c2ccccc2)c2ccccc2)(P(c2ccccc2)(c2ccccc2)c2ccccc2)P(c2ccccc2)(c2ccccc2)c2ccccc2)cc1. Yields the product COc1ccc2c(C(=O)c3ccc(OCCN4CCCCCC4)cc3)c(-c3c(F)cc(F)cc3F)ccc2c1. Reaction SMILES: [CH3:59][OH:60].[Cl:66][CH2:67][Cl:68].[F:39][c:40]1[c:41]([B:48]([OH:49])[OH:50])[c:42]([F:47])[cH:43][c:44]([F:46])[cH:45]1.[K+:56].[K+:57].[K+:58].[N:1]1([CH2:8][CH2:9][O:10][c:11]2[cH:12][cH:13][c:14]([C:15](=[O:16])[c:17]3[c:18]([O:29][S:30]([C:31]([F:32])([F:33])[F:34])(=[O:35])=[O:36])[cH:19][cH:20][c:21]4[cH:22][c:23]([O:27][CH3:28])[cH:24][cH:25][c:26]34)[cH:37][cH:38]2)[CH2:2][CH2:3][CH2:4][CH2:5][CH2:6][CH2:7]1.[O:61]=[CH:62][N:63]([CH3:64])[CH3:65].[P:51]([O-:52])([O-:53])([O-:54])=[O:55].[cH:69]1[cH:70][cH:71][c:72]([P:73]([Pd:74]([P:75]([c:76]2[cH:77][cH:78][cH:79][cH:80][cH:81]2)([c:82]2[cH:83][cH:84][cH:85][cH:86][cH:87]2)[c:88]2[cH:89][cH:90][cH:91][cH:92][cH:93]2)([P:94]([c:95]2[cH:96][cH:97][cH:98][cH:99][cH:100]2)([c:101]2[cH:102][cH:103][cH:104][cH:105][cH:106]2)[c:107]2[cH:108][cH:109][cH:110][cH:111][cH:112]2)[P:113]([c:114]2[cH:115][cH:116][cH:117][cH:118][cH:119]2)([c:120]2[cH:121][cH:122][cH:123][cH:124][cH:125]2)[c:126]2[cH:127][cH:128][cH:129][cH:130][cH:131]2)([c:132]2[cH:133][cH:134][cH:135][cH:136][cH:137]2)[c:138]2[cH:139][cH:140][cH:141][cH:142][cH:143]2)[cH:144][cH:145]1>>[N:1]1([CH2:8][CH2:9][O:10][c:11]2[cH:12][cH:13][c:14]([C:15](=[O:16])[c:17]3[c:18](-[c:41]4[c:40]([F:39])[cH:45][c:44]([F:46])[cH:43][c:42]4[F:47])[cH:19][cH:20][c:21]4[cH:22][c:23]([O:27][CH3:28])[cH:24][cH:25][c:26]34)[cH:37][cH:38]2)[CH2:2][CH2:3][CH2:4][CH2:5][CH2:6][CH2:7]1. Starting materials: C(C)OC(=O)C=1C=NN(C1)C1=NC2=C(N1COCCOC)C=C(C(=C2)SC(C)(C)C)Cl (1-[5-tert-butylsulfanyl-6-chloro-1-(2-methoxy-ethoxymethyl)-1H-benzoimidazol-2-yl]-1H-pyrazole-4-carboxylic acid ethyl ester), C([O-])([O-])=O.[K+].[K+] (potassium carbonate), [N+](=O)([O-])C1=C(C=CC=C1)SCl (2-nitrobenzenesulfenyl chloride). Run in C(Cl)Cl (DCM). Conditions: temperature 23 celsius, time 16 hour. The product is C(C)OC(=O)C=1C=NN(C1)C1=NC2=C(N1COCCOC)C=C(C(=C2)SSC2=C(C=CC=C2)[N+](=O)[O-])Cl (1-[6-chloro-1-(2-methoxy-ethoxymethyl)-5-(2-nitro-phenyldisulfanyl)-1H-benzoimidazol-2-yl]-1H-pyrazole-4-carboxylic acid ethyl ester). The yield is 82.6%. As a reaction SMILES: [CH2:1]([O:3][C:4]([C:6]1[CH:7]=[N:8][N:9]([C:11]2[N:15]([CH2:16][O:17][CH2:18][CH2:19][O:20][CH3:21])[C:14]3[CH:22]=[C:23]([Cl:31])[C:24]([S:26]C(C)(C)C)=[CH:25][C:13]=3[N:12]=2)[CH:10]=1)=[O:5])[CH3:2].C(=O)([O-])[O-].[K+].[K+].[N+:38]([C:41]1[CH:46]=[CH:45][CH:44]=[CH:43][C:42]=1[S:47]Cl)([O-:40])=[O:39]>C(Cl)Cl>[CH2:1]([O:3][C:4]([C:6]1[CH:7]=[N:8][N:9]([C:11]2[N:15]([CH2:16][O:17][CH2:18][CH2:19][O:20][CH3:21])[C:14]3[CH:22]=[C:23]([Cl:31])[C:24]([S:26][S:47][C:42]4[CH:43]=[CH:44][CH:45]=[CH:46][C:41]=4[N+:38]([O-:40])=[O:39])=[CH:25][C:13]=3[N:12]=2)[CH:10]=1)=[O:5])[CH3:2] |f:1.2.3|. Reported procedure: To a stirred solution of 1-[5-tert-butylsulfanyl-6-chloro-1-(2-methoxy-ethoxymethyl)-1H-benzoimidazol-2-yl]-1H-pyrazole-4-carboxylic acid ethyl ester (3.00 g, 6.42 mmol) and DCM (32 mL) was added potassium carbonate (1.78 g, 12.9 mmol). The reaction mixture was treated with 2-nitrobenzenesulfenyl chloride (3.05 g, 16.1 mmol) and stirred at 23° C. for 16 h. The resulting residue was concentrated and purified by FCC (5-30% EtOAc/hexanes) to provide the titled compound (2.99 g, 82% crude yield) as ... Reactants: O=P([O-])([O-])[O-], O, O=c1[nH]c(=O)c2[nH]cnc2[nH]1. The product is O=c1[nH]c(=O)c2[nH]c(=O)[nH]c2[nH]1. As a reaction SMILES: [O-:1][P:2](=[O:3])([O-:4])[O-:5].[OH2:17].[nH:6]1[c:7](=[O:8])[nH:9][c:10]2[n:11][cH:12][nH:13][c:14]2[c:15]1=[O:16]>>[O:1]=[c:12]1[nH:11][c:10]2[nH:9][c:7](=[O:8])[nH:6][c:15](=[O:16])[c:14]2[nH:13]1. Starting materials: C(C)OC(=O)C=1C(=C2C(=NC1)N(N=C2)CC2=CC=C(C=C2)OC)NC2=C(C=C(C=C2)I)F (4-(2-fluoro-4-iodophenylamino)-1-(4-methoxybenzyl)-1H-pyrazolo[3,4-b]pyridine-5-carboxylic acid ethyl ester), [OH-].[Na+] (sodium hydroxide). Solvent: IMS. Conditions: temperature 65 celsius. The product is FC1=C(C=CC(=C1)I)NC1=C2C(=NC=C1C(=O)O)N(N=C2)CC2=CC=C(C=C2)OC (4-(2-Fluoro-4-iodophenylamino)-1-(4-methoxybenzyl)-1H-pyrazolo[3,4-b]pyridine-5-carboxylic acid). The yield is 97.8%. Reaction SMILES: C([O:3][C:4]([C:6]1[C:7]([NH:24][C:25]2[CH:30]=[CH:29][C:28]([I:31])=[CH:27][C:26]=2[F:32])=[C:8]2[CH:14]=[N:13][N:12]([CH2:15][C:16]3[CH:21]=[CH:20][C:19]([O:22][CH3:23])=[CH:18][CH:17]=3)[C:9]2=[N:10][CH:11]=1)=[O:5])C.[OH-].[Na+]>>[F:32][C:26]1[CH:27]=[C:28]([I:31])[CH:29]=[CH:30][C:25]=1[NH:24][C:7]1[C:6]([C:4]([OH:5])=[O:3])=[CH:11][N:10]=[C:9]2[N:12]([CH2:15][C:16]3[CH:17]=[CH:18][C:19]([O:22][CH3:23])=[CH:20][CH:21]=3)[N:13]=[CH:14][C:8]=12 |f:1.2|. Reported procedure: To a suspension of 4-(2-fluoro-4-iodophenylamino)-1-(4-methoxybenzyl)-1H-pyrazolo[3,4-b]pyridine-5-carboxylic acid ethyl ester (380 mg, 0.71 mmol) in IMS (10 mL) was added aqueous sodium hydroxide solution (1.78 mL, 1M, 1.78 mmol). The reaction mixture was heated at 65° C. for 2 hours, during which time all solids dissolved. Volatile solvents were removed in vacuo and the resultant solution was acidified to pH ˜3 by careful addition of aqueous hydrochloric acid (1M) causing a precipitate to form...